Dataset: the Open Reaction Database (ORD), a public repository of structured organic reaction records. Task: describe an organic reaction: reactants, conditions, products, and yield Reactants: CCN=C=O, Nc1ccc2ncc(Cl)nc2n1, c1ccncc1. The product is CCNC(=O)Nc1ccc2ncc(Cl)nc2n1. Reaction SMILES: [CH2:13]([CH3:14])[N:15]=[C:16]=[O:17].[Cl:1][c:2]1[cH:3][n:4][c:5]2[c:6]([n:7]1)[n:8][c:9]([NH2:12])[cH:10][cH:11]2.[cH:18]1[cH:19][cH:20][n:21][cH:22][cH:23]1>>[Cl:1][c:2]1[cH:3][n:4][c:5]2[c:6]([n:7]1)[n:8][c:9]([NH:12][C:16]([NH:15][CH2:13][CH3:14])=[O:17])[cH:10][cH:11]2. Reactants: C1(CC1)CN1[C@H](CCCC1)C(=O)N ((2R)-1-(cyclopropylmethyl)-2-piperidinecarboxamide), [H-].[Al+3].[Li+].[H-].[H-].[H-] (lithium aluminum hydride). Yields the product C1(CC1)CN1[C@H](CCCC1)CN ([(2R)-1-(Cyclopropylmethyl)piperidinyl]methylamine), N (ammonia), product. Yield: 71.0%. As a reaction SMILES: [CH:1]1([CH2:4][N:5]2[CH2:10][CH2:9][CH2:8][CH2:7][C@@H:6]2[C:11]([NH2:13])=O)[CH2:3][CH2:2]1.[H-].[Al+3].[Li+].[H-].[H-].[H-]>>[CH:1]1([CH2:4][N:5]2[CH2:10][CH2:9][CH2:8][CH2:7][C@@H:6]2[CH2:11][NH2:13])[CH2:2][CH2:3]1.[NH3:5] |f:1.2.3.4.5.6|. Procedure details: The title compound was prepared by a similar method to preparation 60 from (2R)-1-(cyclopropylmethyl)-2-piperidinecarboxamide [see preparation 69] and lithium aluminum hydride. The crude product was purified by column chromatography on silica gel using dichloromethane:methanol:0.88 ammonia (90:10:0.1) as the eluant, to afford the product as a yellow oil, (71%). Isolated yield 83.1%. As a reaction SMILES: [CH3:1][O:2][C:3]1[CH:12]=[CH:11][C:6]2[N:7]=[C:8](Cl)[NH:9][C:5]=2[CH:4]=1.NC(N)=[S:15].Cl.[CH3:18][N:19]1[C:28]2[C:23](=[CH:24][CH:25]=[CH:26][C:27]=2[CH2:29]Cl)[CH2:22][CH2:21][CH2:20]1.[OH-].[Na+]>O.C(O)C>[CH3:1][O:2][C:3]1[CH:12]=[CH:11][C:6]2[N:7]=[C:8]([S:15][CH2:29][C:27]3[CH:26]=[CH:25][CH:24]=[C:23]4[C:28]=3[N:19]([CH3:18])[CH2:20][CH2:21][CH2:22]4)[NH:9][C:5]=2[CH:4]=1 |f:2.3,4.5|. Yields the product COC1=CC2=C(N=C(N2)SCC=2C=CC=C3CCCN(C23)C)C=C1 (8-(5-methoxy-2-benzimidazolyl)thiomethyl-1-methyl-1,2,3,4-tetrahydroquinoline). Reported procedure: 5-Methoxy-2-chlorobenzimidazole (0.55 g), thiourea (0.2 g) and ethanol (10 ml) were refluxed for 2 hours. To the reaction mixture was added a solution of 1-methyl-8-chloromethyl-1,2,3,4-tetrahydroquinoline hydrochloride (0.51 g) and sodium hydroxide (0.3 g) in water (5 ml) and the mixture was refluxed for 5 hours. After completion of the reaction, ethanol was distilled off and water was added to the resulting residue, and the mixture was extracted with chloroform. After drying over anhydrous mag... Run in C(C)O (ethanol), O (water), C(C)O (ethanol). The reactants are COC1=CC2=C(N=C(N2)Cl)C=C1 (5-Methoxy-2-chlorobenzimidazole), NC(=S)N (thiourea), Cl.CN1CCCC2=CC=CC(=C12)CCl (1-methyl-8-chloromethyl-1,2,3,4-tetrahydroquinoline hydrochloride), [OH-].[Na+] (sodium hydroxide).